From a dataset of the Open Reaction Database (ORD), a public repository of structured organic reaction records. describe an organic reaction: reactants, conditions, products, and yield Starting materials: CN(C)CC1=CC=2CN(CCC2O1)S(=O)(=O)C1=CC=C(\C=C/C2=CC(=CC=C2)Cl)C=C1 ((Z)-N,N-Dimethyl-[5-(3-chlorostilbene-4'-sulfonyl)-4,5,6,7-tetrahydrofuro[3,2-c]pyridin-2-ylmethyl]amine), Cl (hydrogen chloride). Run in CO (methanol), CO (methanol). The product is Cl.CN(C)CC1=CC=2CN(CCC2O1)S(=O)(=O)C1=CC=C(\C=C/C2=CC(=CC=C2)Cl)C=C1 ((Z)-N,N-dimethyl-[5-(3-chlorostilbene-4'-sulfonyl)-4,5,6,7-tetrahydrofuro[3,2-c]pyridin-2-ylmethyl]amine hydrochloride). As a reaction SMILES: [CH3:1][N:2]([CH2:4][C:5]1[O:13][C:12]2[CH2:11][CH2:10][N:9]([S:14]([C:17]3[CH:31]=[CH:30][C:20](/[CH:21]=[CH:22]\[C:23]4[CH:28]=[CH:27][CH:26]=[C:25]([Cl:29])[CH:24]=4)=[CH:19][CH:18]=3)(=[O:16])=[O:15])[CH2:8][C:7]=2[CH:6]=1)[CH3:3].Cl>CO>[ClH:29].[CH3:1][N:2]([CH2:4][C:5]1[O:13][C:12]2[CH2:11][CH2:10][N:9]([S:14]([C:17]3[CH:31]=[CH:30][C:20](/[CH:21]=[CH:22]\[C:23]4[CH:28]=[CH:27][CH:26]=[C:25]([Cl:29])[CH:24]=4)=[CH:19][CH:18]=3)(=[O:16])=[O:15])[CH2:8][C:7]=2[CH:6]=1)[CH3:3] |f:3.4|. Reported procedure: (Z)-N,N-Dimethyl-[5-(3-chlorostilbene-4'-sulfonyl)-4,5,6,7-tetrahydrofuro[3,2-c]pyridin-2-ylmethyl]amine 0.390 g was dissolved in 2 ml of methanol; hydrogen chloride in methanol was added in excess, followed by stirring. This mixture was concentrated; the resulting solid was washed with diethyl ether to yield the desired product. Product: C(C1=CC=CC=C1)OC=1C=CC2=C(SC(=C2OC2=CC=C(OCCN3CCCCC3)C=C2)C2=CC=C(C=C2)S(=O)(=O)C(F)(F)F)C1 (1-(2-{4-[6-Benzyloxy-2-(4-trifluoromethanesulfonyl-phenyl)-benzo[b]thiophen-3-yloxy]-phenoxy}-ethyl)-piperidine). Run in C(C)#N (acetonitrile), C(C)#N (acetonitrile). The reactants are C(C1=CC=CC=C1)OC=1C=CC2=C(SC(=C2OC2=CC=C(OCCN3CCCCC3)C=C2)Br)C1 (1-{2-[4-(6-benzyloxy-2-bromo-benzo[b]thiophen-3-yloxy)-phenoxy]-ethyl}-piperidine), CC1(OB(OC1(C)C)C1=CC=C(C=C1)S(=O)(=O)C(F)(F)F)C (4,4,5,5-tetramethyl-2-(4-trifluoromethanesulfonyl-phenyl)-[1,3,2]dioxaborolane), [F-].[Cs+] (cesium fluoride), C1(CCCCC1)P(C1CCCCC1)C1CCCCC1 (tricyclohexylphosphine). RXN SMILES: C1(P(C2CCCCC2)C2CCCCC2)CCCCC1.[CH2:20]([O:27][C:28]1[CH:29]=[CH:30][C:31]2[C:35]([O:36][C:37]3[CH:51]=[CH:50][C:40]([O:41][CH2:42][CH2:43][N:44]4[CH2:49][CH2:48][CH2:47][CH2:46][CH2:45]4)=[CH:39][CH:38]=3)=[C:34](Br)[S:33][C:32]=2[CH:53]=1)[C:21]1[CH:26]=[CH:25][CH:24]=[CH:23][CH:22]=1.CC1(C)C(C)(C)OB([C:62]2[CH:67]=[CH:66][C:65]([S:68]([C:71]([F:74])([F:73])[F:72])(=[O:70])=[O:69])=[CH:64][CH:63]=2)O1.[F-].[Cs+]>C(#N)C.C([O-])(=O)C.[Pd+2].C([O-])(=O)C>[CH2:20]([O:27][C:28]1[CH:29]=[CH:30][C:31]2[C:35]([O:36][C:37]3[CH:51]=[CH:50][C:40]([O:41][CH2:42][CH2:43][N:44]4[CH2:49][CH2:48][CH2:47][CH2:46][CH2:45]4)=[CH:39][CH:38]=3)=[C:34]([C:62]3[CH:63]=[CH:64][C:65]([S:68]([C:71]([F:73])([F:72])[F:74])(=[O:70])=[O:69])=[CH:66][CH:67]=3)[S:33][C:32]=2[CH:53]=1)[C:21]1[CH:26]=[CH:25][CH:24]=[CH:23][CH:22]=1 |f:3.4,6.7.8|. Procedure details: Sonicate a suspension of palladium (II) acetate (146 mg, 0.65 mmol) and tricyclohexylphosphine (273 mg, 0.98 mmol) in acetonitrile (4 mL) for 10 minutes. In a separate flask, add a solution of 1-{2-[4-(6-benzyloxy-2-bromo-benzo[b]thiophen-3-yloxy)-phenoxy]-ethyl}-piperidine (350 mg, 0.65 mmol) and 4,4,5,5-tetramethyl-2-(4-trifluoromethanesulfonyl-phenyl)-[1,3,2]dioxaborolane (531 mg, 2.0 mmol) in acetonitrile (9 mL) to cesium fluoride (889 mg, 5.9 mmol). Add the sonicated catalyst mixture, and h... Yield: 55.3%. Reagents/catalysts: C(C)(=O)[O-].[Pd+2].C(C)(=O)[O-] (palladium (II) acetate). Conditions: temperature 90 celsius. Reactants: CC(=O)O, O=C1OC(=O)c2c(OCc3ccccc3)cccc21, CNC(=O)C(CC(C)C)NC(=O)C(CC(C)C)CP(=O)(CN)OC. Product: CNC(=O)C(CC(C)C)NC(=O)C(CC(C)C)CP(=O)(CN1C(=O)c2cccc(OCc3ccccc3)c2C1=O)OC. RXN SMILES: [C:1]([OH:2])(=[O:3])[CH3:4].[CH2:29]([c:30]1[cH:31][cH:32][cH:33][cH:34][cH:35]1)[O:36][c:37]1[c:38]2[c:39]([cH:45][cH:46][cH:47]1)[C:40](=[O:41])[O:42][C:43]2=[O:44].[CH3:5][O:6][P:7](=[O:8])([CH2:9][CH:10]([CH2:11][CH:12]([CH3:13])[CH3:14])[C:15]([NH:16][CH:17]([CH2:18][CH:19]([CH3:20])[CH3:21])[C:22]([NH:23][CH3:24])=[O:25])=[O:26])[CH2:27][NH2:28]>>[CH3:5][O:6][P:7](=[O:8])([CH2:9][CH:10]([CH2:11][CH:12]([CH3:13])[CH3:14])[C:15]([NH:16][CH:17]([CH2:18][CH:19]([CH3:20])[CH3:21])[C:22]([NH:23][CH3:24])=[O:25])=[O:26])[CH2:27][N:28]1[C:40](=[O:41])[c:39]2[c:38]([c:37]([O:36][CH2:29][c:30]3[cH:31][cH:32][cH:33][cH:34][cH:35]3)[cH:47][cH:46][cH:45]2)[C:43]1=[O:42]. Solvent: C1CCOC1 (THF). The product is COC=1C=C(C=CC1)CCC(O)C1=CC=CC=C1 (3-(3-methoxypheny)-1-phenylpropanol). Reactants: C(C1=CC=CC=C1)=O (benzaldehyde), COC=1C=C(C=CC1)CC[Mg]Br (2-(3-methoxyphenyl) ethylmagnesium bromide), COC=1C=C(C=CC1)CCBr (2-(3-methoxyphenyl) ethyl bromide), [Mg] (magnesium). Procedure: To a solution of benzaldehyde (920 μl, 9 mmol) in dry THF (20 mL) was added slowly a solution of 2-(3-methoxyphenyl) ethylmagnesium bromide prepared from 2-(3-methoxyphenyl) ethyl bromide (2.1 g. 9.77 mmol) and magnesium (300 mg, 12 mmol). The mixture was stirred at room temperature for ½ hour then quenched with saturated NH4Cl. The mixture was then extracted into EtOAc, washed with H2O, dried (Na2SO4), filtered and concentrated in vacuo, then purified by silica gel chromatography (30% EtOAc/Hex... As a reaction SMILES: [CH:1](=[O:8])[C:2]1[CH:7]=[CH:6][CH:5]=[CH:4][CH:3]=1.[CH3:9][O:10][C:11]1[CH:12]=[C:13]([CH2:17][CH2:18][Mg]Br)[CH:14]=[CH:15][CH:16]=1.COC1C=C(CCBr)C=CC=1.[Mg]>C1COCC1>[CH3:9][O:10][C:11]1[CH:12]=[C:13]([CH2:17][CH2:18][CH:1]([C:2]2[CH:7]=[CH:6][CH:5]=[CH:4][CH:3]=2)[OH:8])[CH:14]=[CH:15][CH:16]=1. Reaction conditions: time 0.5 hour. Starting materials: COC1(CCC2(OCCO2)CC1)COC (8-methoxy-8-(methoxymethyl)-1,4-dioxaspiro[4.5]decane), CC(=O)C (acetone), O.CC1=CC=C(C=C1)S(=O)(=O)O (4-methylbenzenesulfonic acid hydrate). The solvent is O (water). The product is COC1(CCC(CC1)=O)COC (4-Methoxy-4-(methoxymethyl)cyclohexanone). RXN SMILES: [CH3:1][O:2][C:3]1([CH2:13][O:14][CH3:15])[CH2:12][CH2:11][C:6]2(OCC[O:7]2)[CH2:5][CH2:4]1.CC(C)=O.O.CC1C=CC(S(O)(=O)=O)=CC=1>O>[CH3:1][O:2][C:3]1([CH2:13][O:14][CH3:15])[CH2:4][CH2:5][C:6](=[O:7])[CH2:11][CH2:12]1 |f:2.3|. Procedure: A mixture comprising 217 g (1.00 mol) 8-methoxy-8-(methoxymethyl)-1,4-dioxaspiro[4.5]decane (prepared according to intermediate example 16e), 1.7 L acetone, 0.86 L water and 30.5 g 4-methylbenzenesulfonic acid hydrate was stirred at 23° C. overnight. The acetone was removed, 0.5 L saturated aqueous sodium hydrogencarbonate added followed by 0.4 L brine. The mixture was extracted with ethyl acetate, the combined organic layers were washed with brine and dried over sodium sulfate. After filtration...